Dataset: the Open Reaction Database (ORD), a public repository of structured organic reaction records. Task: describe an organic reaction: reactants, conditions, products, and yield Starting materials: ClC1=C2N=C(N(C2=NC=N1)C1=CC=C(C=C1)Cl)C1=C(C=CC=C1)Cl (6-chloro-8-(2-chlorophenyl)-9-(4-chlorophenyl)-9H-purine), NCC1CCC(CC1)CN ([4-(aminomethyl)cyclohexyl]methanamine). Run in O1CCOCC1 (dioxane). Conditions: temperature 80 celsius. The product is NCC1CCC(CC1)CNC1=C2N=C(N(C2=NC=N1)C1=CC=C(C=C1)Cl)C1=C(C=CC=C1)Cl (N-{[4-(aminomethyl)cyclohexyl]methyl}-8-(2-chlorophenyl)-9-(4-chlorophenyl)-9H-purin-6-amine). Yield: 75.2%. As a reaction SMILES: Cl[C:2]1[N:10]=[CH:9][N:8]=[C:7]2[C:3]=1[N:4]=[C:5]([C:18]1[CH:23]=[CH:22][CH:21]=[CH:20][C:19]=1[Cl:24])[N:6]2[C:11]1[CH:16]=[CH:15][C:14]([Cl:17])=[CH:13][CH:12]=1.[NH2:25][CH2:26][CH:27]1[CH2:32][CH2:31][CH:30]([CH2:33][NH2:34])[CH2:29][CH2:28]1>O1CCOCC1>[NH2:25][CH2:26][CH:27]1[CH2:32][CH2:31][CH:30]([CH2:33][NH:34][C:2]2[N:10]=[CH:9][N:8]=[C:7]3[C:3]=2[N:4]=[C:5]([C:18]2[CH:23]=[CH:22][CH:21]=[CH:20][C:19]=2[Cl:24])[N:6]3[C:11]2[CH:12]=[CH:13][C:14]([Cl:17])=[CH:15][CH:16]=2)[CH2:29][CH2:28]1. Procedure details: To a solution of 6-chloro-8-(2-chlorophenyl)-9-(4-chlorophenyl)-9H-purine (78 mg, 0.21 mmol, 1 eq.) in 2 mL of dioxane was added [4-(aminomethyl)cyclohexyl]methanamine (89 mg, 0.62 mmol, 2 eq.). The reaction was heated to 80° C. for 16 h. The reaction was concentrated in vacuo. The crude material was purified by silica gel column chromatography using 0-100% CMA 80/ethyl acetate to yield 76 mg (76%) of N-{[4-(aminomethyl)cyclohexyl]methyl}-8-(2-chlorophenyl)-9-(4-chlorophenyl)-9H-purin-6-amine wh... Starting materials: [Cl-].[NH4+] (ammonium chloride), [N+](=O)([O-])C1=C(C=CC=C1)O (nitrophenol), C(=C)[Mg]Br (vinyl magnesium bromide), C1CCOC1 (THF), C1CCOC1 (THF). Conditions: temperature -40 celsius. The product is C(C1=CC=CC=C1)(C1=CC=CC=C1)OC=1C=CC=C2C=CNC12 (7-Benzhydryloxy indole). RXN SMILES: [N+:1]([C:4]1[CH:9]=[CH:8][CH:7]=[CH:6][C:5]=1[OH:10])([O-])=O.[CH:11]([Mg]Br)=[CH2:12].[Cl-].[NH4+].[CH2:17]1[CH2:21]O[CH2:19][CH2:18]1>>[CH:17]([O:10][C:5]1[CH:6]=[CH:7][CH:8]=[C:9]2[C:4]=1[NH:1][CH:12]=[CH:11]2)([C:21]1[CH:8]=[CH:9][CH:4]=[CH:5][CH:6]=1)[C:18]1[CH:19]=[CH:18][CH:17]=[CH:21][CH:19]=1 |f:2.3|. Reported procedure: To a stirred solution of the protected nitrophenol (3.05 g, 10 mmol) (Example 34a part i) in dry THF (100 ml) at -40° C. under nitrogen was added 1M vinyl magnesium bromide in the THF (35 ml) over 5 minutes. After stirring for a further three quarters of an hour at -40° C., the reaction mixture was poured into aqueous ammonium chloride and extracted into diethyl ether. The combined organic extracts were dried, filtered and evaporated in vacuo. The product was purified by column chromatography on... The reactants are CNCCCN(C)C, ClCCl, CCCNC(=O)c1ccc(C)c(-c2nc(S(C)(=O)=O)nc3c2ccc(=O)n3-c2c(F)cccc2F)c1. The product is CCCNC(=O)c1ccc(C)c(-c2nc(N(C)CCCN(C)C)nc3c2ccc(=O)n3-c2c(F)cccc2F)c1. As a reaction SMILES: [CH3:37][N:38]([CH2:39][CH2:40][CH2:41][NH:42][CH3:43])[CH3:44].[Cl:45][CH2:46][Cl:47].[F:1][c:2]1[c:3](-[n:9]2[c:10](=[O:36])[cH:11][cH:12][c:13]3[c:14]2[n:15][c:16]([S:32]([CH3:33])(=[O:34])=[O:35])[n:17][c:18]3-[c:19]2[cH:20][c:21]([C:22](=[O:23])[NH:24][CH2:25][CH2:26][CH3:27])[cH:28][cH:29][c:30]2[CH3:31])[c:4]([F:8])[cH:5][cH:6][cH:7]1>>[F:1][c:2]1[c:3](-[n:9]2[c:10](=[O:36])[cH:11][cH:12][c:13]3[c:14]2[n:15][c:16]([N:42]([CH2:41][CH2:40][CH2:39][N:38]([CH3:37])[CH3:44])[CH3:43])[n:17][c:18]3-[c:19]2[cH:20][c:21]([C:22](=[O:23])[NH:24][CH2:25][CH2:26][CH3:27])[cH:28][cH:29][c:30]2[CH3:31])[c:4]([F:8])[cH:5][cH:6][cH:7]1. Starting materials: 2.10, C(C1=CC=CC=C1)OC(CNC(C(=C)CC1=CC=CC=C1)=O)=O (2-benzyl propenoyl-glycine benzyl ester), CO (methanol), [OH-].[Na+] (NaOH), Cl (HCl). Run in O (water). The product is C(C1=CC=CC=C1)C(C(=O)NCC(=O)O)=C (N-(2-benzyl propenoyl)-glycine). Reaction SMILES: C([O:8][C:9](=[O:23])[CH2:10][NH:11][C:12](=[O:22])[C:13]([CH2:15][C:16]1[CH:21]=[CH:20][CH:19]=[CH:18][CH:17]=1)=[CH2:14])C1C=CC=CC=1.CO.[OH-].[Na+].Cl>O>[CH2:15]([C:13](=[CH2:14])[C:12]([NH:11][CH2:10][C:9]([OH:23])=[O:8])=[O:22])[C:16]1[CH:21]=[CH:20][CH:19]=[CH:18][CH:17]=1 |f:2.3|. Procedure: 2.10 (6.8 mmoles) of N-(2-benzyl propenoyl-glycine benzyl ester, M.P. =60° C, are stirred at 10° C. for 2 hours with a mixture of 30 ml of methanol and 0.27 g of NaOH (6.8 mmoles), dissolved in 5 ml of water. The pH is brought to 1 by the addition of 2N HCl and the material is extracted with ethyl acetate. The solvent is washed with 2×20 ml of water, dried and evaporated under a vacuum. 1.36 g of crystals are obtained. Reactants: CO, CCC=O, [H][H], NC(=O)c1cccc2nc(C3CCCNC3)oc12. Product: CCCN1CCCC(c2nc3cccc(C(N)=O)c3o2)C1. As a reaction SMILES: [CH3:25][OH:26].[CH:19]([CH2:20][CH3:21])=[O:22].[H:23][H:24].[NH:1]1[CH2:2][CH:3]([c:7]2[o:8][c:9]3[c:10]([n:11]2)[cH:12][cH:13][cH:14][c:15]3[C:16](=[O:17])[NH2:18])[CH2:4][CH2:5][CH2:6]1>>[N:1]1([CH2:19][CH2:20][CH3:21])[CH2:2][CH:3]([c:7]2[o:8][c:9]3[c:10]([n:11]2)[cH:12][cH:13][cH:14][c:15]3[C:16](=[O:17])[NH2:18])[CH2:4][CH2:5][CH2:6]1.